From a dataset of the Open Reaction Database (ORD), a public repository of structured organic reaction records. describe an organic reaction: reactants, conditions, products, and yield Reactants: ClC=1C=CC2=C(N=C(S2)CCl)C1 (5-chloro-2-chloromethyl-benzothiazole), C(C1=CC=CC=C1)(=O)NN (benzoic acid hydrazide). The product is ClCC=1OC(=NN1)C1=CC=CC=C1 (2-Chloromethyl-5-phenyl-[1,3,4]oxadiazole). Reaction SMILES: [Cl:1][C:2]1C=CC2SC(CCl)=NC=2[CH:12]=1.[C:13]([NH:21][NH2:22])(=[O:20])[C:14]1[CH:19]=[CH:18][CH:17]=[CH:16][CH:15]=1>>[Cl:1][CH2:2][C:12]1[O:20][C:13]([C:14]2[CH:19]=[CH:18][CH:17]=[CH:16][CH:15]=2)=[N:21][N:22]=1. Procedure details: 2-Chloromethyl-5-phenyl-[1,3,4]oxadiazole was prepared similarly to 5-chloro-2-chloromethyl-benzothiazole using benzoic acid hydrazide as the reagent. Starting materials: ClC1=C(C=CC=C1)C1CC(CC(C1)=O)=O (5-(2-chlorophenyl)cyclohexane-1,3-dione), C(C)(=O)O (acetic acid), CN(C)C1=NC=CC=C1 (dimethylaminopyridine), C1(CCCCC1)N=C=NC1CCCCC1 (dicyclohexylcarbodiimide). The solvent is CN(C=O)C (dimethylformamide). Run at time 13 hour. The product is OC(C)=C1C(CC(CC1=O)C1=C(C=CC=C1)Cl)=O (2-(1-hydroxyethylidene)-5-(2-chlorophenyl)cyclohexane-1,3-dione). Isolated yield 78.5%. Reaction SMILES: [Cl:1][C:2]1[CH:7]=[CH:6][CH:5]=[CH:4][C:3]=1[CH:8]1[CH2:13][C:12](=[O:14])[CH2:11][C:10](=[O:15])[CH2:9]1.[C:16](O)(=[O:18])[CH3:17].CN(C1C=CC=CN=1)C.C1(N=C=NC2CCCCC2)CCCCC1>CN(C)C=O>[OH:18][C:16](=[C:11]1[C:12](=[O:14])[CH2:13][CH:8]([C:3]2[CH:4]=[CH:5][CH:6]=[CH:7][C:2]=2[Cl:1])[CH2:9][C:10]1=[O:15])[CH3:17]. Procedure details: To a solution of 5-(2-chlorophenyl)cyclohexane-1,3-dione (1.5 g), acetic acid (0.73 g) and dimethylaminopyridine (0.12 g) in dimethylformamide (65 ml) was added dicyclohexylcarbodiimide (1.5 g), and the mixture was stirred at room temperature for 13 hours. Under reduced pressure, the solvent was evaporated, and to the residue was ethyl acetate. The solution was washed with sodium hydrogen carbonate solution, water and saturated brine, dried with magnesium sulfate and concentrated under reduced p... Reactants: CN(C(C1=C(C=CC(=C1)N1N=NN=C1)OC)=O)CC(CCS(=O)(=O)C)C1=CC(=C(C=C1)Cl)Cl (N-methyl-N-(2-(3,4-dichlorophenyl)-4-methanesulfonylbutyl)-2-methoxy-5-(1H-tetrazol-1-yl)benzamide), C(C=C)N1C(=NC2=C1C=CC=C2)C(=O)C2CCNCC2 (4-(1-allyl-1H-benzimidazole-2-carbonyl)piperidine). Product: CN(C(C1=C(C=CC(=C1)N1N=NN=C1)OC)=O)CC(CCN1CCC(CC1)C(=O)C1=NC2=C(N1CC=C)C=CC=C2)C2=CC(=C(C=C2)Cl)Cl (N-Methyl-N-(4-(4-(1-allyl-1H-benzimidazole-2-carbonyl)piperidin-1-yl)-2-(3,4-dichlorophenyl)butyl)-2-methoxy-5-(1H-tetrazol-1-yl)benzamide). As a reaction SMILES: [CH3:1][N:2]([CH2:18][CH:19]([C:26]1[CH:31]=[CH:30][C:29]([Cl:32])=[C:28]([Cl:33])[CH:27]=1)[CH2:20][CH2:21]S(C)(=O)=O)[C:3](=[O:17])[C:4]1[CH:9]=[C:8]([N:10]2[CH:14]=[N:13][N:12]=[N:11]2)[CH:7]=[CH:6][C:5]=1[O:15][CH3:16].[CH2:34]([N:37]1[C:41]2[CH:42]=[CH:43][CH:44]=[CH:45][C:40]=2[N:39]=[C:38]1[C:46]([CH:48]1[CH2:53][CH2:52][NH:51][CH2:50][CH2:49]1)=[O:47])[CH:35]=[CH2:36]>>[CH3:1][N:2]([CH2:18][CH:19]([C:26]1[CH:31]=[CH:30][C:29]([Cl:32])=[C:28]([Cl:33])[CH:27]=1)[CH2:20][CH2:21][N:51]1[CH2:52][CH2:53][CH:48]([C:46]([C:38]2[N:37]([CH2:34][CH:35]=[CH2:36])[C:41]3[CH:42]=[CH:43][CH:44]=[CH:45][C:40]=3[N:39]=2)=[O:47])[CH2:49][CH2:50]1)[C:3](=[O:17])[C:4]1[CH:9]=[C:8]([N:10]2[CH:14]=[N:13][N:12]=[N:11]2)[CH:7]=[CH:6][C:5]=1[O:15][CH3:16]. Reported procedure: Prepare by the method of Example 1.7 using N-methyl-N-(2-(3,4-dichlorophenyl)-4-methanesulfonylbutyl)-2-methoxy-5-(1H-tetrazol-1-yl)benzamide and 4-(1-allyl-1H-benzimidazole-2-carbonyl)piperidine to give the title compound. The reactants are COC1=C(C=C(C(=C1)OC)OC)CCC (2,4,5-trimethoxyphenylpropane), C(#N)C1=C(C(=O)C(=C(C1=O)Cl)Cl)C#N (DDQ), alcohols, CO (methanol), C(#N)C1=C(C(=O)C(=C(C1=O)Cl)Cl)C#N (DDQ), COC1=C(C=C(C(=C1)OC)OC)CCC (2,4,5-trimethoxyphenylpropane), C(#N)C1=C(C(=O)C(=C(C1=O)Cl)Cl)C#N (DDQ), C(C)O (ethanol). Run in C(Cl)(Cl)Cl (chloroform), ClCCl (dichloromethane), O1CCCC1 (tetrahydrofuran), CCOCC (ether), O1CCOCC1 (dioxane), C(CC)O (propanol). The product is C\C=C\C1=C(OC)C=C(OC)C(OC)=C1 (α-asarone). Reaction SMILES: C(C1C(=O)C(Cl)=C(Cl)C(=O)C=1C#N)#N.[CH3:15][O:16][C:17]1[CH:22]=[C:21]([O:23][CH3:24])[C:20]([O:25][CH3:26])=[CH:19][C:18]=1[CH2:27][CH2:28][CH3:29].CO.C(O)C>C(Cl)(Cl)Cl.ClCCl.O1CCOCC1.O1CCCC1.CCOCC.C(O)CC>[CH3:29]/[CH:28]=[CH:27]/[C:18]1[CH:19]=[C:20]([O:25][CH3:26])[C:21]([O:23][CH3:24])=[CH:22][C:17]=1[O:16][CH3:15]. Reported procedure: Interestingly, the interaction between DDQ and 2,4,5-trimethoxyphenylpropane largely depends upon time, temperature solvent and amount of reagent (DDQ). In polar anhydrous solvents namely alcohols such as methanol, ethanol, propanol and the like; ether such as tetrahydrofuran, dioxane and the like; chlorinated solvents such as dichloromethane, chloroform and the like, the reaction between 2,4,5-trimethoxyphenylpropane and varying amount of DDQ, preferably ranging from 1.0 to 1.1 moles, furnishes... The solvent is CS(=O)C (DMSO). Starting materials: Cl (hydrochloric acid), COC=1C=C(C#N)C=CC1[N+](=O)[O-] (3-methoxy-4-nitrobenzonitrile), Cl.C(CC1=CC=CC=C1)N (phenethylamine hydrochloride), [OH-].[Na+] (sodium hydroxide). The yield is 51.8%. Product: [N+](=O)([O-])C1=C(C=C(C#N)C=C1)NCCC1=CC=CC=C1 (4-nitro-3-phenethylaminobenzonitrile). Run at time 20 minute. RXN SMILES: CO[C:3]1[CH:4]=[C:5]([CH:8]=[CH:9][C:10]=1[N+:11]([O-:13])=[O:12])[C:6]#[N:7].Cl.[CH2:15]([NH2:23])[CH2:16][C:17]1[CH:22]=[CH:21][CH:20]=[CH:19][CH:18]=1.[OH-].[Na+].Cl>CS(C)=O>[N+:11]([C:10]1[CH:9]=[CH:8][C:5]([C:6]#[N:7])=[CH:4][C:3]=1[NH:23][CH2:15][CH2:16][C:17]1[CH:22]=[CH:21][CH:20]=[CH:19][CH:18]=1)([O-:13])=[O:12] |f:1.2,3.4|. Procedure details: A mixture comprising 3-methoxy-4-nitrobenzonitrile (1 g, 5.6 mmol), phenethylamine hydrochloride (1.8 g, 11.2 mmol), 50% sodium hydroxide (0.9 g, 11.2 mmol) and DMSO (3 mL) was heated at 100° C. for 3.5 hours, cooled and poured into a solution of 1N hydrochloric acid (200 mL, 0° C.). The mixture was stirred for 20 minutes to give a precipitate. The precipitate was collected and recrystallized from hot ethanol to provide 4-nitro-3-phenethylaminobenzonitrile (0.78 g, 2.9 mmol) as orange crystals. ... Starting materials: O (Water), COC=1C=C2C(=CC=NC2=CC1OC)OC1=CC=C(N)C=C1 (4-(6,7-Dimethoxy-4-quinolyloxy)aniline), Cl.C1(=CC=CC=C1)NN (Phenylhydrazine hydrochloride), ClC(Cl)(OC(OC(Cl)(Cl)Cl)=O)Cl (Triphosgene). Run in C(C)(=O)OCC (ethyl acetate), C(C)N(CC)CC.C(Cl)(Cl)Cl (triethylamine chloroform). Conditions: time 30 minute. Product: COC=1C=C2C(=CC=NC2=CC1OC)OC1=CC=C(C=C1)NC(=O)NNC1=CC=CC=C1 (N1-{4-[(6,7-dimethoxy-4-quinolyl)oxy]phenyl}-2-phenyl-1-hydrazinecarboxamide). Yield: 60.0%. Reaction SMILES: [CH3:1][O:2][C:3]1[CH:4]=[C:5]2[C:10](=[CH:11][C:12]=1[O:13][CH3:14])[N:9]=[CH:8][CH:7]=[C:6]2[O:15][C:16]1[CH:22]=[CH:21][C:19]([NH2:20])=[CH:18][CH:17]=1.ClC(Cl)(O[C:27](=[O:33])OC(Cl)(Cl)Cl)Cl.Cl.[C:36]1([NH:42][NH2:43])[CH:41]=[CH:40][CH:39]=[CH:38][CH:37]=1.O>C(N(CC)CC)C.C(Cl)(Cl)Cl.C(OCC)(=O)C>[CH3:1][O:2][C:3]1[CH:4]=[C:5]2[C:10](=[CH:11][C:12]=1[O:13][CH3:14])[N:9]=[CH:8][CH:7]=[C:6]2[O:15][C:16]1[CH:22]=[CH:21][C:19]([NH:20][C:27]([NH:43][NH:42][C:36]2[CH:41]=[CH:40][CH:39]=[CH:38][CH:37]=2)=[O:33])=[CH:18][CH:17]=1 |f:2.3,5.6|. Procedure details: 4-(6,7-Dimethoxy-4-quinolyloxy)aniline (310 mg) was dissolved in triethylamine/chloroform (5 ml/20 ml) to prepare a solution. Triphosgene (350 mg) was then added to the solution, and the mixture was stirred at room temperature for 30 min. Phenylhydrazine hydrochloride (180 mg) was added to the reaction solution, and the mixture was stirred at room temperature for additional 30 min. Water and ethyl acetate were added to the reaction solution, and the mixture was extracted with ethyl acetate. The ... The reactants are O=C(CBr)c1cccc(Br)c1, C1COCCO1, c1c[nH]cn1. The product is O=C(Cn1ccnc1)c1cccc(Br)c1. As a reaction SMILES: [Br:1][CH2:2][C:3](=[O:4])[c:5]1[cH:6][c:7]([Br:11])[cH:8][cH:9][cH:10]1.[O:17]1[CH2:18][CH2:19][O:20][CH2:21][CH2:22]1.[nH:12]1[cH:13][n:14][cH:15][cH:16]1>>[CH2:2]([C:3](=[O:4])[c:5]1[cH:6][c:7]([Br:11])[cH:8][cH:9][cH:10]1)[n:12]1[cH:13][n:14][cH:15][cH:16]1.